From a dataset of the Open Reaction Database (ORD), a public repository of structured organic reaction records. describe an organic reaction: reactants, conditions, products, and yield Procedure details: 100 mmol 2-fluoroaniline and 50 mmol diethyl malonate were put together and stirred overnight at 170° C. The formed ethanol was distilled off directly (100 mmol≡6.6 mL) on a stream of nitrogen. N1,N3-di(2-fluoro-phenyl)-malonamide was formed as one solid block. The reaction was cooled and EtOAc was added. The product had to be crushed with a mortar, because it resembled very hard brick. The crushed material was stirred in EtOAc and filtered. EtOAc added was added twice and the mixture was stirre... Conditions: temperature 170 celsius, time 8 hour. Starting materials: FC1=C(N)C=CC=C1 (2-fluoroaniline), C(CC(=O)OCC)(=O)OCC (diethyl malonate). Product: FC1=C(C=CC=C1)NC(CC(=O)NC1=C(C=CC=C1)F)=O (N1,N3-di(2-fluoro-phenyl)-malonamide). Reaction SMILES: [F:1][C:2]1[CH:8]=[CH:7][CH:6]=[CH:5][C:3]=1[NH2:4].[C:9]([O:17]CC)(=O)[CH2:10][C:11]([O:13]CC)=O>>[F:1][C:2]1[CH:8]=[CH:7][CH:6]=[CH:5][C:3]=1[NH:4][C:11](=[O:13])[CH2:10][C:9]([NH:4][C:3]1[CH:5]=[CH:6][CH:7]=[CH:8][C:2]=1[F:1])=[O:17]. Starting materials: O.C([O-])([O-])=O.[Na+].[Na+] (sodium carbonate hydrate), O (water), CC1(OB(OC1(C)C)C1=CC2=C(N=C(S2)NC(C)=O)C=C1)C (N-(6-(4,4,5,5-tetramethyl-1,3,2-dioxaborolan-2-yl)benzo[d]thiazol-2-yl)acetamide), BrC=1C=C(C=NC1)OCCNC(COC)=O (N-(2-(5-bromopyridin-3-yloxy)ethyl)-2-methoxyacetamide). The reagents and catalysts are [Pd] (palladium), [Pd] (Pd). Run in C1CCOC1 (THF), C1CCOC1 (THF). Conditions: time 10 minute. Yields the product C(C)(=O)NC=1SC2=C(N1)C=CC(=C2)C=2C=C(C=NC2)OCCNC(COC)=O (N-(2-(5-(2-(N-actyl)aminobenzo[d]thiazol-6-yl)pyridin-3-yloxy)ethyl)-2-methoxyacetamide). Yield: 26.0%. RXN SMILES: O.C(=O)([O-])[O-].[Na+].[Na+].O.CC1(C)C(C)(C)OB([C:17]2[CH:29]=[CH:28][C:20]3[N:21]=[C:22]([NH:24][C:25](=[O:27])[CH3:26])[S:23][C:19]=3[CH:18]=2)O1.Br[C:32]1[CH:33]=[C:34]([O:38][CH2:39][CH2:40][NH:41][C:42](=[O:46])[CH2:43][O:44][CH3:45])[CH:35]=[N:36][CH:37]=1>[Pd].C1COCC1>[C:25]([NH:24][C:22]1[S:23][C:19]2[CH:18]=[C:17]([C:32]3[CH:33]=[C:34]([O:38][CH2:39][CH2:40][NH:41][C:42](=[O:46])[CH2:43][O:44][CH3:45])[CH:35]=[N:36][CH:37]=3)[CH:29]=[CH:28][C:20]=2[N:21]=1)(=[O:27])[CH3:26] |f:0.1.2.3|. Procedure: A Biotage high recovery microwave vessel was charged with sodium carbonate hydrate (0.048 g, 0.38 mmol), 0.15 mL water and a stirbar. The slurry was sonicated and stirred for 10 minutes. An inert atmosphere inlet was placed over the vessel and the remaining reagents were added under a flow of nitrogen. To the vessel was added N-(6-(4,4,5,5-tetramethyl-1,3,2-dioxaborolan-2-yl)benzo[d]thiazol-2-yl)acetamide (0.043 g, 0.14 mmol), 100 mg Pd FibreCat® palladium catalyst, and N-(2-(5-bromopyridin-3-yl... Reaction SMILES: [CH3:14][CH:15]([C:16]([CH3:17])=[O:18])[CH3:19].[F:1][C:2]([c:3]1[cH:4][cH:5][c:6]([N:9]([NH2:10])[CH3:11])[n:7][cH:8]1)([F:12])[F:13].[OH2:31].[c:20]1([CH3:21])[cH:22][cH:23][c:24]([S:25]([OH:26])(=[O:27])=[O:28])[cH:29][cH:30]1.[c:32]1([CH3:33])[c:34]([CH3:35])[cH:36][cH:37][cH:38][cH:39]1>>[F:1][C:2]([c:3]1[cH:4][cH:5][c:6]([N:9]([N:10]=[C:16]([CH:15]([CH3:14])[CH3:19])[CH3:17])[CH3:11])[n:7][cH:8]1)([F:12])[F:13]. The product is CC(=NN(C)c1ccc(C(F)(F)F)cn1)C(C)C. Reactants: CC(=O)C(C)C, CN(N)c1ccc(C(F)(F)F)cn1, O, Cc1ccc(S(=O)(=O)O)cc1, Cc1ccccc1C. Starting materials: B(Br)(Br)Br (boron tribromide), C1(=CC=CC=C1)O (phenol), [Cl-].[Al+3].[Cl-].[Cl-] (aluminium chloride), CSC#N (methyl thiocyanate), [Cl-].[Al+3].[Cl-].[Cl-] (aluminium chloride), [OH-].[Na+] (sodium hydroxide). Solvent: ClCCCl (1,2-dichloroethane), ClCCCl (1,2-dichloroethane). Product: C(#N)C1=C(C=CC=C1)O (2-cyanophenol). Yield: 79.0%. RXN SMILES: B(Br)(Br)Br.[C:5]1([OH:11])[CH:10]=[CH:9][CH:8]=[CH:7][CH:6]=1.[Cl-].[Al+3].[Cl-].[Cl-].[OH-].[Na+].CS[C:20]#[N:21]>ClCCCl>[C:20]([C:6]1[CH:7]=[CH:8][CH:9]=[CH:10][C:5]=1[OH:11])#[N:21] |f:2.3.4.5,6.7|. Procedure details: To a solution of 1.13 ml of boron tribromide in 6 ml of 1,2-dichloroethane were added a solution of 941 mg of phenol in 10 ml of 1,2-dichloroethane, 0.82 ml of methyl thiocyanate and 1.33 g of aluminium chloride under ice-cooling. After dissolving aluminium chloride with stirring at room temperature, the mixture was heated at 80° C. on an oil bath for 3 hr. After cooling, the reaction solution was poured into 33 ml of 4N aqueous sodium hydroxide and stirred at 75°-80° C. for 30 min. on an oil ba...